Dataset: the Open Reaction Database (ORD), a public repository of structured organic reaction records. Task: describe an organic reaction: reactants, conditions, products, and yield The reactants are CCN=C=NCCCN(C)C (WSC), N(=[N+]=[N-])C1=CC=C(C(=O)O)C=C1 (4-Azidobenzoic acid), C=1C=CC2=C(C1)N=NN2O (HOBt), C(CC)N (n-propylamine). Solvent: CN(C)C=O (DMF), C(C)#N (acetonitrile). Reaction conditions: time 4 hour. The product is N(=[N+]=[N-])C1=CC=C(C(=O)NCCC)C=C1 (4-azido-N-propylbenzamide). The yield is 188.3%. Reaction SMILES: [N:1]([C:4]1[CH:12]=[CH:11][C:7]([C:8]([OH:10])=O)=[CH:6][CH:5]=1)=[N+:2]=[N-:3].C1C=[CH:15][C:16]2N(O)N=[N:19][C:17]=2C=1.C(N)CC.CCN=C=NCCCN(C)C>C(#N)C.CN(C=O)C>[N:1]([C:4]1[CH:5]=[CH:6][C:7]([C:8]([NH:19][CH2:17][CH2:16][CH3:15])=[O:10])=[CH:11][CH:12]=1)=[N+:2]=[N-:3]. Procedure: 4-Azidobenzoic acid (866 mg, 5.20 mmol), HOBt (710 mg, 5.20 mmol, 1.0 eq.) and n-propylamine (0.568 ml, 7.60 mmol, 1.3 eq.) were dissolved in acetonitrile (6 ml) and DMF (6 ml), WSC (1.22 g, 6.24 mmol, 1.2 eq.) was added, and the mixture was stirred at room temperature for 4 hr. The reaction mixture was concentrated, dissolved in ethyl acetate (50 ml), washed with 5% aqueous sodium hydrogen carbonate solution and saturated brine, dried over anhydrous sodium sulfate, and concentrated at 30° C. or... Starting materials: CS(=O)(=O)OCC1CCc2cc(Br)cc3[nH]c(=O)c(=O)n1c23, [I-], [Na+], CN(C)C=O, O. Product: O=c1[nH]c2cc(Br)cc3c2n(c1=O)C(CI)CC3. RXN SMILES: [Br:1][c:2]1[cH:3][c:4]2[c:5]3[n:6]([c:7](=[O:13])[c:8](=[O:12])[nH:9][c:10]3[cH:11]1)[CH:14]([CH2:17][O:18][S:19]([CH3:20])(=[O:21])=[O:22])[CH2:15][CH2:16]2.[I-:24].[Na+:23].[O:26]=[CH:27][N:28]([CH3:29])[CH3:30].[OH2:25]>>[Br:1][c:2]1[cH:3][c:4]2[c:5]3[n:6]([c:7](=[O:13])[c:8](=[O:12])[nH:9][c:10]3[cH:11]1)[CH:14]([CH2:17][I:24])[CH2:15][CH2:16]2.